Task: describe an organic reaction: reactants, conditions, products, and yield. Dataset: the Open Reaction Database (ORD), a public repository of structured organic reaction records The reactants are [BH]C#N, CCOC(=O)C(C)=O, CC(=O)O, CCO, CC(C)(C)OC(=O)CN1C(=O)C(N)CSc2ccccc21, [Na]. The product is CCOC(=O)C(C)NC1CSc2ccccc2N(CC(=O)OC(C)(C)C)C1=O. Reaction SMILES: [BH:34][C:35]#[N:36].[C:22]([C:23](=[O:24])[CH3:25])(=[O:26])[O:27][CH2:28][CH3:29].[CH3:30][C:31](=[O:32])[OH:33].[CH3:38][CH2:39][OH:40].[NH2:1][CH:2]1[CH2:3][S:4][c:5]2[c:6]([cH:18][cH:19][cH:20][cH:21]2)[N:7]([CH2:10][C:11](=[O:12])[O:13][C:14]([CH3:15])([CH3:16])[CH3:17])[C:8]1=[O:9].[Na:37]>>[NH:1]([CH:2]1[CH2:3][S:4][c:5]2[c:6]([cH:18][cH:19][cH:20][cH:21]2)[N:7]([CH2:10][C:11](=[O:12])[O:13][C:14]([CH3:15])([CH3:16])[CH3:17])[C:8]1=[O:9])[CH:23]([C:22](=[O:26])[O:27][CH2:28][CH3:29])[CH3:25]. Reaction SMILES: [BH4-:15].[CH3:19][OH:20].[CH3:2][O:3][c:4]1[cH:5][c:6]2[c:10]([cH:11][c:12]1[O:13][CH3:14])[CH2:9][NH:8][CH2:7]2.[ClH:1].[Na+:16].[Na+:18].[OH-:17]>>[CH3:2][O:3][c:4]1[cH:5][c:6]2[c:10]([cH:11][c:12]1[O:13][CH3:14])[CH2:9][N:8]([CH3:19])[CH2:7]2. Reactants: [BH4-], CO, COc1cc2c(cc1OC)CNC2, Cl, [Na+], [Na+], [OH-]. Yields the product COc1cc2c(cc1OC)CN(C)C2. The reactants are C(C1=CC=CC=C1)OC(=O)N1[C@@H](CCC1)C=1N=C2N(C=CC=C2Br)C1 ((S)-benzyl-2-(8-bromoimidazo[1,2-a]pyridin-2-yl)pyrrolidine-1-carboxylate), FC(C1=C(C=CC=C1)B(O)O)(F)F (2-trifluoromethylphenyl boronic acid), C([O-])([O-])=O.[K+].[K+] (potassium carbonate). The reagents and catalysts are C=1C=CC(=CC1)[P](C=2C=CC=CC2)(C=3C=CC=CC3)[Pd]([P](C=4C=CC=CC4)(C=5C=CC=CC5)C=6C=CC=CC6)([P](C=7C=CC=CC7)(C=8C=CC=CC8)C=9C=CC=CC9)[P](C=1C=CC=CC1)(C=1C=CC=CC1)C=1C=CC=CC1 (tetrakis(triphenylphosphine)palladium(0)). Product: C(C1=CC=CC=C1)OC(=O)N1[C@@H](CCC1)C=1N=C2N(C=CC=C2C2=C(C=CC=C2)C(F)(F)F)C1 ((2S)-benzyl-2-(8-(2-(trifluoromethyl)phenyl)imidazo[1,2-a]pyridin-2-yl)pyrrolidine-1-carboxylate). The yield is 91.9%. As a reaction SMILES: [CH2:1]([O:8][C:9]([N:11]1[CH2:15][CH2:14][CH2:13][C@H:12]1[C:16]1[N:17]=[C:18]2[C:23](Br)=[CH:22][CH:21]=[CH:20][N:19]2[CH:25]=1)=[O:10])[C:2]1[CH:7]=[CH:6][CH:5]=[CH:4][CH:3]=1.[F:26][C:27]([F:38])([F:37])[C:28]1[CH:33]=[CH:32][CH:31]=[CH:30][C:29]=1B(O)O.C(=O)([O-])[O-].[K+].[K+]>C1C=CC([P]([Pd]([P](C2C=CC=CC=2)(C2C=CC=CC=2)C2C=CC=CC=2)([P](C2C=CC=CC=2)(C2C=CC=CC=2)C2C=CC=CC=2)[P](C2C=CC=CC=2)(C2C=CC=CC=2)C2C=CC=CC=2)(C2C=CC=CC=2)C2C=CC=CC=2)=CC=1>[CH2:1]([O:8][C:9]([N:11]1[CH2:15][CH2:14][CH2:13][C@H:12]1[C:16]1[N:17]=[C:18]2[C:23]([C:29]3[CH:30]=[CH:31][CH:32]=[CH:33][C:28]=3[C:27]([F:38])([F:37])[F:26])=[CH:22][CH:21]=[CH:20][N:19]2[CH:25]=1)=[O:10])[C:2]1[CH:7]=[CH:6][CH:5]=[CH:4][CH:3]=1 |f:2.3.4,^1:48,50,69,88|. Reported procedure: Following procedures of example 14, (S)-benzyl-2-(8-bromoimidazo[1,2-a]pyridin-2-yl)pyrrolidine-1-carboxylate (0.250 g, 0.62 mmol), 2-trifluoromethylphenyl boronic acid (0.1538 g, 0.81 mmol), potassium carbonate (0.1292 g, 0.93 mmol), and tetrakis(triphenylphosphine)palladium(0) (0.0360 g, 0.03 mmol) produced the crude material which was adsorbed onto silica gel and purified by flash chromatography (4 g SiO2, 0-100% ethyl acetate in hexanes) to give (2S)-benzyl-2-(8-(2-(trifluoromethyl)phenyl)im... Reactants: O=S(=O)(Cl)C1CC1, Cc1c(Nc2ccc(Br)cc2F)c(N)c2n(c1=O)CCN2Cc1ccccc1, c1ccncc1. Product: Cc1c(Nc2ccc(Br)cc2F)c(NS(=O)(=O)C2CC2)c2n(c1=O)CCN2Cc1ccccc1. RXN SMILES: [CH:1]1([S:4](=[O:5])(=[O:6])[Cl:7])[CH2:2][CH2:3]1.[NH2:8][c:9]1[c:10]2[n:11]([c:12](=[O:25])[c:13]([CH3:24])[c:14]1[NH:15][c:16]1[c:17]([F:23])[cH:18][c:19]([Br:22])[cH:20][cH:21]1)[CH2:26][CH2:27][N:28]2[CH2:29][c:30]1[cH:31][cH:32][cH:33][cH:34][cH:35]1.[cH:36]1[cH:37][cH:38][n:39][cH:40][cH:41]1>>[CH:1]1([S:4](=[O:5])(=[O:6])[NH:8][c:9]2[c:10]3[n:11]([c:12](=[O:25])[c:13]([CH3:24])[c:14]2[NH:15][c:16]2[c:17]([F:23])[cH:18][c:19]([Br:22])[cH:20][cH:21]2)[CH2:26][CH2:27][N:28]3[CH2:29][c:30]2[cH:31][cH:32][cH:33][cH:34][cH:35]2)[CH2:2][CH2:3]1. Reactants: C(#N)C1=CC2=C(N(C(=N2)C(C)(C2=C3C=CN(C3=C(C=C2C)C)S(=O)(=O)C2=CC=C(C)C=C2)NS(=O)C(C)(C)C)COCC[Si](C)(C)C)C=C1 ((±)-N-(1-(5-cyano-1-((2-(trimethylsilyl)ethoxy)methyl)-1H-benzo[d]imidazol-2-yl)-1-(5,7-dimethyl-1-tosyl-1H-indol-4-yl)ethyl)-2-methylpropane-2-sulfinamide), C(#N)C=1C=CC2=C(N(C(=N2)C(C)(C2=C3C=CN(C3=C(C=C2C)C)S(=O)(=O)C2=CC=C(C)C=C2)NS(=O)C(C)(C)C)COCC[Si](C)(C)C)C1 ((±)-N-(1-(6-cyano-1-((2-(trimethylsilyl)ethoxy)methyl)-1H-benzo[d]imidazol-2-yl)-1-(5,7-dimethyl-1-tosyl-1H-indol-4-yl)ethyl)-2-methylpropane-2-sulfinamide). Yields the product C(#N)C1=CC2=C(NC(=N2)C(C)(C2=C3C=CN(C3=C(C=C2C)C)S(=O)(=O)C2=CC=C(C)C=C2)NS(=O)C(C)(C)C)C=C1 ((±)-N-(1-(5-cyano-1H-benzo[d]imidazol-2-yl)-1-(5,7-dimethyl-1-tosyl-1H-indol-4-yl)ethyl)-2-methylpropane-2-sulfinamide). Reaction SMILES: [C:1]([C:3]1[CH:49]=[CH:48][C:6]2[N:7](COCC[Si](C)(C)C)[C:8]([C:10]([NH:33][S:34]([C:36]([CH3:39])([CH3:38])[CH3:37])=[O:35])([C:12]3[C:20]([CH3:21])=[CH:19][C:18]([CH3:22])=[C:17]4[C:13]=3[CH:14]=[CH:15][N:16]4[S:23]([C:26]3[CH:32]=[CH:31][C:29]([CH3:30])=[CH:28][CH:27]=3)(=[O:25])=[O:24])[CH3:11])=[N:9][C:5]=2[CH:4]=1)#[N:2].C(C1C=CC2N=C(C(NS(C(C)(C)C)=O)(C3C(C)=CC(C)=C4C=3C=CN4S(C3C=CC(C)=CC=3)(=O)=O)C)N(COCC[Si](C)(C)C)C=2C=1)#N>>[C:1]([C:3]1[CH:49]=[CH:48][C:6]2[NH:7][C:8]([C:10]([NH:33][S:34]([C:36]([CH3:38])([CH3:37])[CH3:39])=[O:35])([C:12]3[C:20]([CH3:21])=[CH:19][C:18]([CH3:22])=[C:17]4[C:13]=3[CH:14]=[CH:15][N:16]4[S:23]([C:26]3[CH:32]=[CH:31][C:29]([CH3:30])=[CH:28][CH:27]=3)(=[O:25])=[O:24])[CH3:11])=[N:9][C:5]=2[CH:4]=1)#[N:2]. Procedure details: The title compound was synthesized from a mixture of (±)-N-(1-(5-cyano-1-((2-(trimethylsilyl)ethoxy)methyl)-1H-benzo[d]imidazol-2-yl)-1-(5,7-dimethyl-1-tosyl-1H-indol-4-yl)ethyl)-2-methylpropane-2-sulfinamide and (±)-N-(1-(6-cyano-1-((2-(trimethylsilyl)ethoxy)methyl)-1H-benzo[d]imidazol-2-yl)-1-(5,7-dimethyl-1-tosyl-1H-indol-4-yl)ethyl)-2-methylpropane-2-sulfinamide as described in Example 64-B. MS (ESI+) m/z 598.47 (M+H). Reactants: ClCCBr, O=C([O-])[O-], COc1cc2c(cc1OC)C(=O)C(=O)N2, [K+], [K+], CN(C)C=O. The product is COc1cc2c(cc1OC)N(CCCl)C(=O)C2=O. Reaction SMILES: [Br:22][CH2:23][CH2:24][Cl:25].[C:1](=[O:2])([O-:3])[O-:4].[CH3:7][O:8][c:9]1[cH:10][c:11]2[c:15]([cH:16][c:17]1[O:18][CH3:19])[NH:14][C:13](=[O:20])[C:12]2=[O:21].[K+:5].[K+:6].[O:26]=[CH:27][N:28]([CH3:29])[CH3:30]>>[CH3:7][O:8][c:9]1[cH:10][c:11]2[c:15]([cH:16][c:17]1[O:18][CH3:19])[N:14]([CH2:23][CH2:24][Cl:25])[C:13](=[O:20])[C:12]2=[O:21]. Starting materials: C[O-].[Na+] (sodium methoxide), C1(CCCCC1)C1=CC=C(C=C1)O (p-cyclohexylphenol), [I-].[K+] (potassium iodide), BrC(C(=O)OC)C1=CC=C(C=C1)OC1=CC=C(C=C1)Cl (methyl α-bromo-α-[p-(p-chlorophenoxy)phenyl]acetate). Solvent: CO (methanol), C1=CC=CC=C1 (benzene), O (water). Yields the product C1(CCCCC1)C1=CC=C(OC(C(=O)OC)C2=CC=C(C=C2)OC2=CC=C(C=C2)Cl)C=C1 (Methyl α-(p-cyclohexylphenoxy)-α-[p-(p-chlorophenoxy)phenyl]-acetate). Reaction SMILES: C[O-].[Na+].[CH:4]1([C:10]2[CH:15]=[CH:14][C:13]([OH:16])=[CH:12][CH:11]=2)[CH2:9][CH2:8][CH2:7][CH2:6][CH2:5]1.[I-].[K+].Br[CH:20]([C:25]1[CH:30]=[CH:29][C:28]([O:31][C:32]2[CH:37]=[CH:36][C:35]([Cl:38])=[CH:34][CH:33]=2)=[CH:27][CH:26]=1)[C:21]([O:23][CH3:24])=[O:22]>CO.C1C=CC=CC=1.O>[CH:4]1([C:10]2[CH:11]=[CH:12][C:13]([O:16][CH:20]([C:25]3[CH:30]=[CH:29][C:28]([O:31][C:32]4[CH:33]=[CH:34][C:35]([Cl:38])=[CH:36][CH:37]=4)=[CH:27][CH:26]=3)[C:21]([O:23][CH3:24])=[O:22])=[CH:14][CH:15]=2)[CH2:5][CH2:6][CH2:7][CH2:8][CH2:9]1 |f:0.1,3.4|. Procedure details: To a solution of 1.19 g of sodium methoxide and 4.4 g of p-cyclohexylphenol in 40 ml of methanol is added 50 mg of potassium iodide and 7.11 g of methyl α-bromo-α-[p-(p-chlorophenoxy)phenyl]acetate in 10 ml of benzene. The solution is refluxed overnight, cooled to room temperature and poured into 100 ml of water. The mixture is extracted with two 60 ml portions of ether and the combined extracts washed with two 50 ml portins of 5% sodium hydroxide, 50 ml of water and 50 ml of saturated NaCl. The... Starting materials: ClCC(=O)C1=C(C=C(C=C1)Cl)Cl (2-chloro-1-(2', 4'-dichlorophenyl) ethanon), ClCC(O)C1=C(C=C(C=C1)Cl)Cl ((-)-2-chloro-1-(2', 4'-dichlorophenyl) ethanol), ClCC(O)C1=CC(=C(C=C1)Cl)Cl ((-)-2-chloro-1-(3', 4'-dichlorophenyl) ethanol), ClCC(=O)C1=CC(=C(C=C1)Cl)Cl (2-chloro-1-(3', 4'-dichlorophenyl) ethanone), ClCC(=O)C1=C(C=CC(=C1)Cl)Cl (2-chloro-1-(2', 5'-dichlorophenyl) ethanone). Product: ClCC(O)C1=C(C=CC(=C1)Cl)Cl ((-)-2-chloro-1-(2', 5'-dichlorophenyl) ethanol). As a reaction SMILES: ClCC(C1C=CC(Cl)=CC=1Cl)=O.ClCC(C1C=CC(Cl)=C(Cl)C=1)=O.[Cl:25][CH2:26][C:27]([C:29]1[CH:34]=[C:33]([Cl:35])[CH:32]=[CH:31][C:30]=1[Cl:36])=[O:28].ClCC(C1C=CC(Cl)=CC=1Cl)O.ClCC(C1C=CC(Cl)=C(Cl)C=1)O>>[Cl:25][CH2:26][CH:27]([C:29]1[CH:34]=[C:33]([Cl:35])[CH:32]=[CH:31][C:30]=1[Cl:36])[OH:28]. Procedure details: Cultivation, reaction and purification were carried out in the same way as described in Example 9 except that 2-chloro-1-(2', 4'-dichlorophenyl) ethanon, 2-chloro-1-(3', 4'-dichlorophenyl) ethanone, 2-chloro-1-(2', 5'-dichlorophenyl) ethanone were used as substrate, and (-)-2-chloro-1-(2', 4'-dichlorophenyl) ethanol, (-)-2-chloro-1-(3', 4'-dichlorophenyl) ethanol, (-)-2-chloro-1-(2', 5'-dichlorophenyl) ethanol was obtained. The yield, specific rotation and optical purity determined by high-perfo... Reactants: CC(=O)NC1CCC(C(=O)O)CC1, CN(C(=O)c1cc(C(F)(F)F)cc(C(F)(F)F)c1)C1CCNCC1c1ccc(Cl)cc1, Cl. Product: CC(=O)NC1CCC(C(=O)N2CCC(N(C)C(=O)c3cc(C(F)(F)F)cc(C(F)(F)F)c3)C(c3ccc(Cl)cc3)C2)CC1. RXN SMILES: [C:33]([CH3:34])(=[O:35])[NH:36][CH:37]1[CH2:38][CH2:39][CH:40]([C:43](=[O:44])[OH:45])[CH2:41][CH2:42]1.[Cl:2][c:3]1[cH:4][cH:5][c:6]([CH:9]2[CH2:10][NH:11][CH2:12][CH2:13][CH:14]2[N:15]([C:16]([c:17]2[cH:18][c:19]([C:27]([F:28])([F:29])[F:30])[cH:20][c:21]([C:23]([F:24])([F:25])[F:26])[cH:22]2)=[O:31])[CH3:32])[cH:7][cH:8]1.[ClH:1]>>[Cl:2][c:3]1[cH:4][cH:5][c:6]([CH:9]2[CH2:10][N:11]([C:43]([CH:40]3[CH2:39][CH2:38][CH:37]([NH:36][C:33]([CH3:34])=[O:35])[CH2:42][CH2:41]3)=[O:44])[CH2:12][CH2:13][CH:14]2[N:15]([C:16]([c:17]2[cH:18][c:19]([C:27]([F:28])([F:29])[F:30])[cH:20][c:21]([C:23]([F:24])([F:25])[F:26])[cH:22]2)=[O:31])[CH3:32])[cH:7][cH:8]1.